describe an organic reaction: reactants, conditions, products, and yield From a dataset of the Open Reaction Database (ORD), a public repository of structured organic reaction records. Starting materials: C(C)NC(NC1=NC=C(C(=O)OCC)C(=C1)NC=1C=NC=CC1)=O (ethyl 6-(3-ethylureido)-4-(pyridin-3-ylamino)nicotinate), NC1=CC=CC=C1 (aniline), C[Al](C)C (trimethylaluminium). Solvent: C1CCOC1 (THF). Run at temperature 125 celsius. The product is C(C)NC(NC1=NC=C(C(=O)NC2=CC=CC=C2)C(=C1)NC=1C=NC=CC1)=O (6-(3-ethylureido)-N-phenyl-4-(pyridin-3-ylamino)nicotinamide). The yield is 40.9%. RXN SMILES: [CH2:1]([NH:3][C:4](=[O:24])[NH:5][C:6]1[CH:16]=[C:15]([NH:17][C:18]2[CH:19]=[N:20][CH:21]=[CH:22][CH:23]=2)[C:9]([C:10]([O:12]CC)=O)=[CH:8][N:7]=1)[CH3:2].[NH2:25][C:26]1[CH:31]=[CH:30][CH:29]=[CH:28][CH:27]=1.C[Al](C)C>C1COCC1>[CH2:1]([NH:3][C:4](=[O:24])[NH:5][C:6]1[CH:16]=[C:15]([NH:17][C:18]2[CH:19]=[N:20][CH:21]=[CH:22][CH:23]=2)[C:9]([C:10]([NH:25][C:26]2[CH:31]=[CH:30][CH:29]=[CH:28][CH:27]=2)=[O:12])=[CH:8][N:7]=1)[CH3:2]. Procedure details: A solution of ethyl 6-(3-ethylureido)-4-(pyridin-3-ylamino)nicotinate (0.60 g, 1.82 mmol) and aniline (250 μL, 2.73 mmol) in THF (10 mL) was purged with nitrogen for 15 minutes. To this solution was added trimethylaluminium (2M in toluene, 5.40 mL, 10.80 mmol) dropwise over 10-15 min. The reaction mixture was heated at 125° C. for 30 min in a microwave reactor. The reaction mass was then quenched with water and extracted with EtOAc (3×1000 mL). The organics were combined, washed with brine, drie... Reactants: CC#N, O=C(Cl)c1cnn(-c2ccc(Cl)cc2)c1C(F)(F)F, Nc1ccncc1, c1ccncc1. Yields the product O=C(Nc1ccncc1)c1cnn(-c2ccc(Cl)cc2)c1C(F)(F)F. RXN SMILES: [CH3:33][C:34]#[N:35].[Cl:1][c:2]1[cH:3][cH:4][c:5](-[n:8]2[n:9][cH:10][c:11]([C:17](=[O:18])[Cl:19])[c:12]2[C:13]([F:14])([F:15])[F:16])[cH:6][cH:7]1.[NH2:20][c:21]1[cH:22][cH:23][n:24][cH:25][cH:26]1.[cH:27]1[cH:28][cH:29][n:30][cH:31][cH:32]1>>[Cl:1][c:2]1[cH:3][cH:4][c:5](-[n:8]2[n:9][cH:10][c:11]([C:17](=[O:18])[NH:20][c:21]3[cH:22][cH:23][n:24][cH:25][cH:26]3)[c:12]2[C:13]([F:14])([F:15])[F:16])[cH:6][cH:7]1.